This data is from the Open Reaction Database (ORD), a public repository of structured organic reaction records. The task is: describe an organic reaction: reactants, conditions, products, and yield Reactants: C(=O)(O)C(O)C1C=2C=CC=CC2C=2NC(C=3N(C21)C=CN3)=O (10-(1-carboxy-1-hydroxymethyl)-5H,10H-imidazo[1,2-a]indeno[1,2-e]pyrazin-4-one), C(C)(=O)OC(C)=O (acetic anhydride). Reagents/catalysts: [Cl-].[Zn+2].[Cl-] (zinc chloride). The solvent is O (water). The product is C(=O)(O)C=C1C=2C=CC=CC2C=2NC(C=3N(C21)C=CN3)=O (10-(carboxymethylene)-5H,10H-imidazo[1,2-a]indeno-[1,2-e]pyrazin-4-one). Isolated yield 23.1%. As a reaction SMILES: [C:1]([CH:4]([CH:6]1[C:18]2[N:17]3[CH:19]=[CH:20][N:21]=[C:16]3[C:15](=[O:22])[NH:14][C:13]=2[C:12]2[CH:11]=[CH:10][CH:9]=[CH:8][C:7]1=2)O)([OH:3])=[O:2].C(OC(=O)C)(=O)C>[Cl-].[Zn+2].[Cl-].O>[C:1]([CH:4]=[C:6]1[C:18]2[N:17]3[CH:19]=[CH:20][N:21]=[C:16]3[C:15](=[O:22])[NH:14][C:13]=2[C:12]2[CH:11]=[CH:10][CH:9]=[CH:8][C:7]1=2)([OH:3])=[O:2] |f:2.3.4|. Procedure: 2.4 g of 10-(1-carboxy-1-hydroxymethyl)-5H,10H-imidazo[1,2-a]indeno[1,2-e]pyrazin-4-one, 20 ml of acetic anhydride and 20 mg of zinc chloride are heated to reflux for 4 hours, under cover of argon. The reaction mixture is treated with 25 ml of water and the precipitate formed is filtered off, washed with 25 ml of water and then with 2×25 ml of acetone and dried at 80° C. under vacuum (1 mmHg; 0.13 kPa) to give 0.52 g of 10-(carboxymethylene)-5H,10H-imidazo[1,2-a]indeno-[1,2-e]pyrazin-4-one in th...